This data is from the Open Reaction Database (ORD), a public repository of structured organic reaction records. The task is: describe an organic reaction: reactants, conditions, products, and yield Starting materials: CC(CO)(CN1C=NC(=C1)C=1C=NC=CC1)C (2,2-Dimethyl-3-(4-pyridin-3-yl-imidazol-1-yl)-propanol), CC(=O)OI1(C=2C=CC=CC2C(=O)O1)(OC(=O)C)OC(=O)C (Dess-Martin periodinane), C(=O)(O)[O-].[Na+] (NaHCO3). The solvent is C(Cl)Cl (CH2Cl2). Reaction conditions: time 15 minute. Product: CC(C=O)(CN1C=NC(=C1)C=1C=NC=CC1)C (2,2-Dimethyl-3-(4-pyridin-3-yl-imidazol-1-yl)-propioaldehyde). RXN SMILES: [CH3:1][C:2]([CH3:17])([CH2:5][N:6]1[CH:10]=[C:9]([C:11]2[CH:12]=[N:13][CH:14]=[CH:15][CH:16]=2)[N:8]=[CH:7]1)[CH2:3][OH:4].CC(OI1(OC(C)=O)(OC(C)=O)OC(=O)C2C=CC=CC1=2)=O.C([O-])(O)=O.[Na+]>C(Cl)Cl>[CH3:1][C:2]([CH3:17])([CH2:5][N:6]1[CH:10]=[C:9]([C:11]2[CH:12]=[N:13][CH:14]=[CH:15][CH:16]=2)[N:8]=[CH:7]1)[CH:3]=[O:4] |f:2.3|. Procedure details: To a solution of 2,2-Dimethyl-3-(4-pyridin-3-yl-imidazol-1-yl)-propanol (11 mg) in CH2Cl2 was added Dess-Martin periodinane (41 mg) and the resulting solution was stirred at room temperature for 15 minutes. Saturated NaHCO3 was added, the aqueous layer was extracted with CHCl3, the combined organic layers were washed with brine, dired over Na2SO4 and evaporated in vacuo to afford the title compound as a slightly yellow oil. Starting materials: C1CC(CCC12CCCCC2)O (spiro[5.5]undecan-3-ol), COC(=O)C1=CC2=CC=C(C=C2C=C1)O (6-hydroxy-naphthalene-2-carboxylic acid methyl ester), C1(=CC=CC=C1)P(C1=CC=CC=C1)C1=CC=CC=C1 (triphenylphosphine), C1(=CC=CC=C1)C (toluene), N(=NC(=O)OC(C)C)C(=O)OC(C)C (Diisopropyl azodicarboxylate). The solvent is ClCCl (dichloromethane). Product: C1CC(CCC12CCCCC2)OC=2C=C1C=CC(=CC1=CC2)C(=O)OC (methyl 6-(spiro[5.5]undecan-3-yloxy)-2-naphthoate). As a reaction SMILES: [CH2:1]1[C:6]2([CH2:11][CH2:10][CH2:9][CH2:8][CH2:7]2)[CH2:5][CH2:4][CH:3]([OH:12])[CH2:2]1.[CH3:13][O:14][C:15]([C:17]1[CH:26]=[CH:25][C:24]2[C:19](=[CH:20][CH:21]=[C:22](O)[CH:23]=2)[CH:18]=1)=[O:16].C1(P(C2C=CC=CC=2)C2C=CC=CC=2)C=CC=CC=1.C1(C)C=CC=CC=1.N(C(OC(C)C)=O)=NC(OC(C)C)=O>ClCCl>[CH2:5]1[C:6]2([CH2:7][CH2:8][CH2:9][CH2:10][CH2:11]2)[CH2:1][CH2:2][CH:3]([O:12][C:22]2[CH:23]=[C:24]3[C:19](=[CH:20][CH:21]=2)[CH:18]=[C:17]([C:15]([O:14][CH3:13])=[O:16])[CH:26]=[CH:25]3)[CH2:4]1. Procedure: A mixture of spiro[5.5]undecan-3-ol (0.999 g, 0.00593 mol), 6-hydroxy-naphthalene-2-carboxylic acid methyl ester (1.00 g, 0.00494 mol) and triphenylphosphine (1.56 g, 0.00593 mol) in toluene (10 mL, 0.1 mol) was heated to reflux. Diisopropyl azodicarboxylate (1.17 mL, 0.00593 mol) was then added dropwise and the resulting mixture was refluxed for 6 hours. The mixture was then diluted with dichloromethane and subjected to chromatographic purification with ethyl acetate:hexane (0:100 to 40:60) to ... Starting materials: CS(C)=O, Fc1ccc(CCl)cc1, [H-], [Na+], O, c1ccc2[nH]ccc2c1. The product is Fc1ccc(Cn2ccc3ccccc32)cc1. Reaction SMILES: [CH3:22][S:23](=[O:24])[CH3:25].[F:12][c:13]1[cH:14][cH:15][c:16]([CH2:17][Cl:18])[cH:19][cH:20]1.[H-:10].[Na+:11].[OH2:21].[nH:1]1[cH:2][cH:3][c:4]2[cH:5][cH:6][cH:7][cH:8][c:9]12>>[n:1]1([CH2:17][c:16]2[cH:15][cH:14][c:13]([F:12])[cH:20][cH:19]2)[cH:2][cH:3][c:4]2[cH:5][cH:6][cH:7][cH:8][c:9]12. The reactants are CC(Nc1nc(Cl)ncc1Br)C(C)(C)O, CC#N, Cl, C[Si](C)(C)CCS(=O)(=O)N=S(=O)(CCO)c1ccc(N)cc1, C1COCCO1, O. Yields the product CC(Nc1nc(Nc2ccc(S(=O)(CCO)=NS(=O)(=O)CC[Si](C)(C)C)cc2)ncc1Br)C(C)(C)O. Reaction SMILES: [Br:24][c:25]1[c:26]([NH:32][CH:33]([C:34]([CH3:35])([OH:36])[CH3:37])[CH3:38])[n:27][c:28]([Cl:31])[n:29][cH:30]1.[CH3:39][C:40]#[N:41].[ClH:23].[NH2:1][c:2]1[cH:3][cH:4][c:5]([S:8](=[O:9])(=[N:10][S:11](=[O:12])(=[O:13])[CH2:14][CH2:15][Si:16]([CH3:17])([CH3:18])[CH3:19])[CH2:20][CH2:21][OH:22])[cH:6][cH:7]1.[O:43]1[CH2:44][CH2:45][O:46][CH2:47][CH2:48]1.[OH2:42]>>[NH:1]([c:2]1[cH:3][cH:4][c:5]([S:8](=[O:9])(=[N:10][S:11](=[O:12])(=[O:13])[CH2:14][CH2:15][Si:16]([CH3:17])([CH3:18])[CH3:19])[CH2:20][CH2:21][OH:22])[cH:6][cH:7]1)[c:28]1[n:27][c:26]([NH:32][CH:33]([C:34]([CH3:35])([OH:36])[CH3:37])[CH3:38])[c:25]([Br:24])[cH:30][n:29]1.